Dataset: the Open Reaction Database (ORD), a public repository of structured organic reaction records. Task: describe an organic reaction: reactants, conditions, products, and yield The reactants are Cl (hydrochloric acid), ClS(=O)(=O)C1=CC=C(C(=O)O)C=C1 (p-chlorosulfonylbenzoic acid), ON=C(C1=CC=CC=C1)C#N (α-hydroxyiminobenzyl cyanide). Run in O1CCCC1 (tetrahydrofuran), O1CCCC1 (tetrahydrofuran). Reaction conditions: time 2 hour. Product: C(=O)(O)C1=CC=C(C=C1)S(=O)(=O)ON=C(C1=CC=CC=C1)C#N (α-(4-Carboxybenzenesulfonyloxyimino)benzyl cyanide). As a reaction SMILES: Cl[S:2]([C:5]1[CH:13]=[CH:12][C:8]([C:9]([OH:11])=[O:10])=[CH:7][CH:6]=1)(=[O:4])=[O:3].[OH:14][N:15]=[C:16]([C:23]#[N:24])[C:17]1[CH:22]=[CH:21][CH:20]=[CH:19][CH:18]=1.Cl>O1CCCC1>[C:9]([C:8]1[CH:12]=[CH:13][C:5]([S:2]([O:14][N:15]=[C:16]([C:23]#[N:24])[C:17]2[CH:22]=[CH:21][CH:20]=[CH:19][CH:18]=2)(=[O:4])=[O:3])=[CH:6][CH:7]=1)([OH:11])=[O:10]. Reported procedure: In the temperature range from -10° C. to 0° C. and with stirring, a solution of 7.55 g of p-chlorosulfonylbenzoic acid in 25 g of tetrahydrofuran is slowly added to a solution of 5 g of α-hydroxyiminobenzyl cyanide in 24 g of tetrahydrofuran. The reaction mixture is heated, with stirring, to room temperature. After 2 hours, the reaction mixture is poured into 600 ml of 0.12N hydrochloric acid. The precipitated product is isolated by filtration, washed with water and dried at 40° C. in vacuo. Mel... Starting materials: C(C1=CC=CC=C1)(=O)OC1=C2C(=NC(=C1)NCCC(OCC)OCC)C=CS2 (5-(3,3-diethoxypropylamino)thieno[3,2-b]pyridin-7-yl benzoate), Cl (HCl). Solvent: C1CCOC1 (THF). Conditions: time 5 minute. Yields the product Cl.C(C1=CC=CC=C1)(=O)OC1=C2C(=NC(=C1)NCCC=O)C=CS2 (5-(3-oxopropylamino)thieno[3,2-b]pyridin-7-yl benzoate HCl salt). RXN SMILES: [C:1]([O:9][C:10]1[CH:15]=[C:14]([NH:16][CH2:17][CH2:18][CH:19](OCC)[O:20]CC)[N:13]=[C:12]2[CH:26]=[CH:27][S:28][C:11]=12)(=[O:8])[C:2]1[CH:7]=[CH:6][CH:5]=[CH:4][CH:3]=1.[ClH:29]>C1COCC1>[ClH:29].[C:1]([O:9][C:10]1[CH:15]=[C:14]([NH:16][CH2:17][CH2:18][CH:19]=[O:20])[N:13]=[C:12]2[CH:26]=[CH:27][S:28][C:11]=12)(=[O:8])[C:2]1[CH:3]=[CH:4][CH:5]=[CH:6][CH:7]=1 |f:3.4|. Procedure details: The crude 5-(3,3-diethoxypropylamino)thieno[3,2-b]pyridin-7-yl benzoate from above (677.3 g, 1.68 mol) was dissolved in 3.0 L of THF. Then, 12N HCl (1.68 mol, 0.14 L) was added dropwise while the reaction temperature was maintained below 20° C. with an ice-water bath. After stirring for 5 minutes, solids precipitated. The resultant mixture was stirred at room temperature for 1 h, followed by the addition of ethyl acetate (2.0 L). The mixture was stirred for 30 min. The solids were filtered, rins... Starting materials: O=C(Br)CBr, O=C([O-])O, ClCCl, C#CCNC, [Na+]. Product: C#CCN(C)C(=O)CBr. As a reaction SMILES: [Br:6][CH2:7][C:8](=[O:9])[Br:10].[C:11](=[O:12])([OH:13])[O-:14].[CH2:16]([Cl:17])[Cl:18].[CH3:1][NH:2][CH2:3][C:4]#[CH:5].[Na+:15]>>[CH3:1][N:2]([CH2:3][C:4]#[CH:5])[C:8]([CH2:7][Br:6])=[O:9]. Reactants: ClC(C(=O)OCC)C(=O)C1=C(C=CC=C1)Cl (ethyl 2-chloro-3-(2-chlorophenyl)-3-oxopropanoate), NC(=S)C1=CC(=NC=C1)NC(C)=O (N-[4-(aminocarbonothioyl)pyridin-2-yl]acetamide). The solvent is C(C)(C)O (isopropyl alcohol). Conditions: temperature 94 celsius, time 23 hour. Yields the product C(C)(=O)NC1=NC=CC(=C1)C=1SC(=C(N1)C1=C(C=CC=C1)Cl)C(=O)OCC (ethyl 2-[2-(acetylamino)pyridin-4-yl]-4-(2-chlorophenyl)-1,3-thiazole-5-carboxylate). Yield: 21.4%. As a reaction SMILES: Cl[CH:2]([C:8]([C:10]1[CH:15]=[CH:14][CH:13]=[CH:12][C:11]=1[Cl:16])=O)[C:3]([O:5][CH2:6][CH3:7])=[O:4].[NH2:17][C:18]([C:20]1[CH:25]=[CH:24][N:23]=[C:22]([NH:26][C:27](=[O:29])[CH3:28])[CH:21]=1)=[S:19]>C(O)(C)C>[C:27]([NH:26][C:22]1[CH:21]=[C:20]([C:18]2[S:19][C:2]([C:3]([O:5][CH2:6][CH3:7])=[O:4])=[C:8]([C:10]3[CH:15]=[CH:14][CH:13]=[CH:12][C:11]=3[Cl:16])[N:17]=2)[CH:25]=[CH:24][N:23]=1)(=[O:29])[CH3:28]. Procedure: To a stirred solution of crude ethyl 2-chloro-3-(2-chlorophenyl)-3-oxopropanoate (1.390 g, 5.320 mmol) in absolute isopropyl alcohol (50.00 mL) was added N-[4-(aminocarbonothioyl)pyridin-2-yl]acetamide (1.140 g, 5.860 mmol) and the resulting solution was fitted with a condenser and stirred for 23 h at 94° C. The mixture was cooled to ambient temperature and half the solvent was removed in vacuo. Diethyl ether (30.0 mL) was added to allow the formation of the thioamide by-product. The by-product ...